This data is from the Open Reaction Database (ORD), a public repository of structured organic reaction records. The task is: describe an organic reaction: reactants, conditions, products, and yield The reactants are C(#N)C1=CC=C(C=C1)N1N=CC=C1C=1C(=C(C=2N(C1)N=C(N2)NC(CCCN(C)C)=O)C2=CC(=CC=C2)C(F)(F)F)C (N-[6-[2-(4-cyano-phenyl)-2H-pyrazol-3-yl]-7-methyl-8-(3-trifluoromethyl-phenyl)-[1,2,4]triazolo[1,5-a]pyridin-2-yl]-4-dimethylamino-butyramide), CBr (MeBr), Example 15. The product is [Br-].C(#N)C1=CC=C(C=C1)N1N=CC=C1C=1C(=C(C=2N(C1)N=C(N2)NC(=O)CCC[N+](C)(C)C)C2=CC(=CC=C2)C(F)(F)F)C ({3-[6-[2-(4-Cyano-phenyl)-2H-pyrazol-3-yl]-7-methyl-8-(3-trifluoromethyl-phenyl)-[1,2,4]triazolo[1,5-a]pyridin-2-ylcarbamoyl]-propyl}-trimethyl-ammonium bromide). As a reaction SMILES: [C:1]([C:3]1[CH:8]=[CH:7][C:6]([N:9]2[C:13]([C:14]3[C:15]([CH3:42])=[C:16]([C:32]4[CH:37]=[CH:36][CH:35]=[C:34]([C:38]([F:41])([F:40])[F:39])[CH:33]=4)[C:17]4[N:18]([N:20]=[C:21]([NH:23][C:24](=[O:31])[CH2:25][CH2:26][CH2:27][N:28]([CH3:30])[CH3:29])[N:22]=4)[CH:19]=3)=[CH:12][CH:11]=[N:10]2)=[CH:5][CH:4]=1)#[N:2].[CH3:43][Br:44]>>[Br-:44].[C:1]([C:3]1[CH:4]=[CH:5][C:6]([N:9]2[C:13]([C:14]3[C:15]([CH3:42])=[C:16]([C:32]4[CH:37]=[CH:36][CH:35]=[C:34]([C:38]([F:39])([F:40])[F:41])[CH:33]=4)[C:17]4[N:18]([N:20]=[C:21]([NH:23][C:24]([CH2:25][CH2:26][CH2:27][N+:28]([CH3:43])([CH3:30])[CH3:29])=[O:31])[N:22]=4)[CH:19]=3)=[CH:12][CH:11]=[N:10]2)=[CH:7][CH:8]=1)#[N:2] |f:2.3|. Procedure: The title compound was prepared from N-[6-[2-(4-cyano-phenyl)-2H-pyrazol-3-yl]-7-methyl-8-(3-trifluoromethyl-phenyl)-[1,2,4]triazolo[1,5-a]pyridin-2-yl]-4-dimethylamino-butyramide (Ex. 16, 25 mg, 0.044 mmol) and MeBr (ca. 30% in EtOH, 0.15 mL) using a similar method to that employed for Example 15 (30 mg). Reactants: B (borane), COC=1C=CC2=C(CC(NC=C2)=O)C1 (8-methoxy-2-oxo-1H-3-benzazepine), Cl (hydrochloric acid). Run in O1CCCC1 (tetrahydrofuran), O1CCCC1 (tetrahydrofuran). The product is Cl.COC1=CC2=C(CCNCC2)C=C1 (7-methoxy-2,3,4,5-tetrahydro-1H-3benzazepine hydrochloride). As a reaction SMILES: [CH3:1][O:2][C:3]1[CH:4]=[CH:5][C:6]2[CH:12]=[CH:11][NH:10][C:9](=O)[CH2:8][C:7]=2[CH:14]=1.B.[ClH:16]>O1CCCC1>[ClH:16].[CH3:1][O:2][C:3]1[CH:4]=[CH:5][C:6]2[CH2:12][CH2:11][NH:10][CH2:9][CH2:8][C:7]=2[CH:14]=1 |f:4.5|. Reported procedure: A suspension of 8-methoxy-2-oxo-1H-3-benzazepine (20.4 g, 0.105 m) in tetrahydrofuran (500 ml) was added to 1M borane in tetrahydrofuran (300 ml) stirred at 5° . The mixture was heated to reflux for 2 hours, cooled, treated with 3N hydrochloric acid (300 ml), concentrated in vacuo to remove tetrahydrofuran and heated to reflux for 1 hour. The mixture was concentrated in vacuo, filtered and the filter cake was dissolved in methanol, heated to reflux, dried with magnesium sulfate and concentrated ... Yields the product CCc1c(Br)cccc1C=O. Reaction SMILES: [Br:1][c:2]1[c:3]([CH2:14][CH3:15])[c:4]([CH:8]([S:9]([O-:10])(=[O:11])=[O:12])[OH:13])[cH:5][cH:6][cH:7]1.[CH2:17]1[O:18][CH2:19][CH2:20][CH2:21]1.[ClH:16]>>[Br:1][c:2]1[c:3]([CH2:14][CH3:15])[c:4]([CH:8]=[O:13])[cH:5][cH:6][cH:7]1. The reactants are CCc1c(Br)cccc1C(O)S(=O)(=O)[O-], C1CCOC1, Cl. The reactants are resultant mixture, COCCBr (2-Bromoethyl methyl ether), CN(C=1C=C(C=CC1)NC(C1=CC(=C(C=C1)C)NC(C1=CC=C(C=C1)O)=O)=O)C (N-(3-dimethylaminophenyl)-3-(4-hydroxybenzamido)-4-methylbenzamide), C([O-])([O-])=O.[K+].[K+] (potassium carbonate). The solvent is CN(C)C=O (DMF). The product is CN(C=1C=C(C=CC1)NC(C1=CC(=C(C=C1)C)NC(C1=CC=C(C=C1)OCCOC)=O)=O)C (N-(3-dimethylaminophenyl)-3-[4-(2-methoxyethoxy)benzamido]-4-methylbenzamide). Reaction SMILES: [CH3:1][O:2][CH2:3][CH2:4]Br.[CH3:6][N:7]([CH3:34])[C:8]1[CH:9]=[C:10]([NH:14][C:15](=[O:33])[C:16]2[CH:21]=[CH:20][C:19]([CH3:22])=[C:18]([NH:23][C:24](=[O:32])[C:25]3[CH:30]=[CH:29][C:28]([OH:31])=[CH:27][CH:26]=3)[CH:17]=2)[CH:11]=[CH:12][CH:13]=1.C(=O)([O-])[O-].[K+].[K+]>CN(C=O)C>[CH3:34][N:7]([CH3:6])[C:8]1[CH:9]=[C:10]([NH:14][C:15](=[O:33])[C:16]2[CH:21]=[CH:20][C:19]([CH3:22])=[C:18]([NH:23][C:24](=[O:32])[C:25]3[CH:26]=[CH:27][C:28]([O:31][CH2:4][CH2:3][O:2][CH3:1])=[CH:29][CH:30]=3)[CH:17]=2)[CH:11]=[CH:12][CH:13]=1 |f:2.3.4|. Reported procedure: 2-Bromoethyl methyl ether (0.033 ml) was added to a stirred suspension of N-(3-dimethylaminophenyl)-3-(4-hydroxybenzamido)-4-methylbenzamide (0.9 g) and anhydrous potassium carbonate (0.064 g) in DMF (10 ml) and the resultant mixture was stirred at 80° C. for 5 hours. The mixture was cooled to ambient temperature and partitioned between ethyl acetate and water. The organic phase was washed with a saturated aqueous sodium bicarbonate solution and with a saturated aqueous sodium chloride solution,... Reactants: C1(COCC(=O)O1)=O (diglycolic anhydride), C12(CC3CC(CC(C1)C3)C2)N (1-adamantanamine). The solvent is ClCCl (dichloromethane), ClCCl (dichloromethane). Reaction conditions: time 3.67 hour. The product is C12(CC3CC(CC(C1)C3)C2)NC(COCC(=O)O)=O ([2-(1-Adamantylamino)-2-oxoethoxy]acetic Acid). As a reaction SMILES: [C:1]1(=[O:8])[O:7][C:5](=[O:6])[CH2:4][O:3][CH2:2]1.[C:9]12([NH2:19])[CH2:18][CH:13]3[CH2:14][CH:15]([CH2:17][CH:11]([CH2:12]3)[CH2:10]1)[CH2:16]2>ClCCl>[C:9]12([NH:19][C:5](=[O:6])[CH2:4][O:3][CH2:2][C:1]([OH:7])=[O:8])[CH2:16][CH:15]3[CH2:14][CH:13]([CH2:12][CH:11]([CH2:17]3)[CH2:10]1)[CH2:18]2. Procedure: In a similar operation, a solution of 11.56 g (0.100 mole) of diglycolic anhydride in 1 liter of dichloromethane was added with stirring to a solution of 15.11 grams (0.100 mole) of 1-adamantanamine in 700 milliliters of dichloromethane during about 24 minutes at about 15° to 25° C., whereupon a reaction took place with the formation of heterogeneous milky white mixture. The mixture was stirred for 3.67 hours at temperatures of about 23°-25° C. to complete the reaction with the formation of the ... The reactants are C1CC2=CC=CC=C2CC1=O (β-Tetralone), CCCCCC (hexane), [H-].[Na+] (sodium hydride), C(#N)CP(OCC)(OCC)=O (diethyl cyanomethylphosphonate). Solvent: C1CCOC1 (THF), C1CCOC1 (THF), O (water). Reaction conditions: time 0.5 hour. Yields the product C1(=CCCC2=CC=CC=C12)CC#N (3,4-Dihydro-2-naphthalenylacetonitrile). Isolated yield 78.7%. As a reaction SMILES: CCCCCC.[H-].[Na+].[C:9]([CH2:11]P(=O)(OCC)OCC)#[N:10].[CH2:20]1[C:29](=O)[CH2:28][C:27]2[C:22](=[CH:23][CH:24]=[CH:25][CH:26]=2)[CH2:21]1>C1COCC1.O>[C:21]1([CH2:11][C:9]#[N:10])[C:22]2[C:27](=[CH:26][CH:25]=[CH:24][CH:23]=2)[CH2:28][CH2:29][CH:20]=1 |f:1.2|. Procedure details: To a mechanically stirred mixture of hexane washed sodium hydride (8.98 g, 0.187 mol, 50%/mineral oil) in THF (400 mL) was added diethyl cyanomethylphosphonate (33.13 g, 0.187 mol) dropwise. The reaction was stirred at room temperature for 1/2 hour. β-Tetralone (24.8 g, 0.170 mol) in THF (100 mL) was added dropwise at 0° C., and the reaction was stirred at room temperature for 1 hour. The reaction was diluted with water (600 mL) and extracted with ether (3×400 mL). The organic phase was washed w...